This data is from the Open Reaction Database (ORD), a public repository of structured organic reaction records. The task is: describe an organic reaction: reactants, conditions, products, and yield The reactants are ClCCl, NC1CCCn2c1nc(-c1ccncc1)cc2=O, O=C=Nc1ccccc1. Product: O=C(Nc1ccccc1)NC1CCCn2c1nc(-c1ccncc1)cc2=O. As a reaction SMILES: [Cl:28][CH2:29][Cl:30].[NH2:1][CH:2]1[CH2:3][CH2:4][CH2:5][n:6]2[c:7]1[n:8][c:9](-[c:13]1[cH:14][cH:15][n:16][cH:17][cH:18]1)[cH:10][c:11]2=[O:12].[c:19]1([N:25]=[C:26]=[O:27])[cH:20][cH:21][cH:22][cH:23][cH:24]1>>[NH:1]([CH:2]1[CH2:3][CH2:4][CH2:5][n:6]2[c:7]1[n:8][c:9](-[c:13]1[cH:14][cH:15][n:16][cH:17][cH:18]1)[cH:10][c:11]2=[O:12])[C:26]([NH:25][c:19]1[cH:20][cH:21][cH:22][cH:23][cH:24]1)=[O:27]. Reactants: CC1(C)Oc2ccc(C#N)cc2C2OC21, C[N+](C)(C)Cc1ccccc1, Sc1ccc(Cl)cc1, C1COCCO1, [OH-]. The product is CC1(C)Oc2ccc(C#N)cc2C(Sc2ccc(Cl)cc2)C1O. Reaction SMILES: [C:1](#[N:2])[c:3]1[cH:4][c:5]2[c:10]([cH:11][cH:12]1)[O:9][C:8]([CH3:13])([CH3:14])[CH:7]1[CH:6]2[O:15]1.[CH2:25]([N+:26]([CH3:27])([CH3:28])[CH3:29])[c:30]1[cH:31][cH:32][cH:33][cH:34][cH:35]1.[Cl:16][c:17]1[cH:18][cH:19][c:20]([SH:23])[cH:21][cH:22]1.[O:36]1[CH2:37][CH2:38][O:39][CH2:40][CH2:41]1.[OH-:24]>>[C:1](#[N:2])[c:3]1[cH:4][c:5]2[c:10]([cH:11][cH:12]1)[O:9][C:8]([CH3:13])([CH3:14])[CH:7]([OH:15])[CH:6]2[S:23][c:20]1[cH:19][cH:18][c:17]([Cl:16])[cH:22][cH:21]1.